Dataset: the Open Reaction Database (ORD), a public repository of structured organic reaction records. Task: describe an organic reaction: reactants, conditions, products, and yield Reactants: CC1=CSC=2N1C(C(=C(N2)O)C)=O (3,6-dimethyl-7-hydroxy-5H-thiazolo[3,2-a]pyrimidin-5-one), C([O-])([O-])=O.[K+].[K+] (potassium carbonate), ClC1=NC=C(C(=O)C2=CC=C(CBr)C=C2)C=C1 (4-(6-chloronicotinoyl)benzyl bromide). Solvent: CN(C)C=O (DMF). Reaction conditions: temperature 80 celsius, time 2 hour. Yields the product ClC1=NC=C(C(=O)C2=CC=C(COC=3N=C4N(C(C3C)=O)C(=CS4)C)C=C2)C=C1 (7-[4-(6-Chloronicotinoyl)benzyloxy]-3,6-dimethyl-5H-thiazolo[3,2-a]pyrimidin-5-one). Isolated yield 26.3%. Reaction SMILES: [CH3:1][C:2]1[N:6]2[C:7](=[O:13])[C:8]([CH3:12])=[C:9]([OH:11])[N:10]=[C:5]2[S:4][CH:3]=1.C(=O)([O-])[O-].[K+].[K+].[Cl:20][C:21]1[CH:36]=[CH:35][C:24]([C:25]([C:27]2[CH:34]=[CH:33][C:30]([CH2:31]Br)=[CH:29][CH:28]=2)=[O:26])=[CH:23][N:22]=1>CN(C=O)C>[Cl:20][C:21]1[CH:36]=[CH:35][C:24]([C:25]([C:27]2[CH:34]=[CH:33][C:30]([CH2:31][O:11][C:9]3[N:10]=[C:5]4[S:4][CH:3]=[C:2]([CH3:1])[N:6]4[C:7](=[O:13])[C:8]=3[CH3:12])=[CH:29][CH:28]=2)=[O:26])=[CH:23][N:22]=1 |f:1.2.3|. Procedure details: To a solution of 3,6-dimethyl-7-hydroxy-5H-thiazolo[3,2-a]pyrimidin-5-one (526 mg) and potassium carbonate (574 mg) in DMF (10 ml) was added 4-(6-chloronicotinoyl)benzyl bromide (852 mg) and the mixture was stirred at 80° C. for 2 hours. This reaction mixture was concentrated and the residue was diluted with water-ethyl acetate and extracted with ethyl acetate. The extract was purified by silica gel column chromatography (hexane: ethyl acetate =2:1) and recrystallized from ethyl acetate to provi... Reactants: C=C1CC2C3CCC(=O)C3(C)CCC2C2(C)CCC(=O)C=C12, CO, [Na+], [OH-], O, OO. Product: C=C1CC2C3CCC(=O)C3(C)CCC2C2(C)CCC(=O)C3OC132. RXN SMILES: [CH2:1]=[C:2]1[CH2:3][CH:4]2[CH:5]3[CH2:6][CH2:7][C:8](=[O:22])[C:9]3([CH3:10])[CH2:11][CH2:12][CH:13]2[C:14]2([CH3:21])[CH2:15][CH2:16][C:17](=[O:20])[CH:18]=[C:19]12.[CH3:28][OH:29].[Na+:26].[OH-:25].[OH2:27].[OH:23][OH:24]>>[CH2:1]=[C:2]1[CH2:3][CH:4]2[CH:5]3[CH2:6][CH2:7][C:8](=[O:22])[C:9]3([CH3:10])[CH2:11][CH2:12][CH:13]2[C:14]2([CH3:21])[CH2:15][CH2:16][C:17](=[O:20])[CH:18]3[C:19]12[O:23]3. The reactants are BrC1=CC(=C(C=C1)N1C(NN=C1C[C@H]1CN(CC1)C(=O)C1CC1)=O)F (4-(4-bromo-2-fluorophenyl)-5-{[(3S)-1-(cyclopropylcarbonyl)-3-pyrrolidinyl]methyl}-2,4-dihydro-3H-1,2,4-triazol-3-one), CC1(OB(OC1(C)C)C=1C=CC2=C(C=CO2)C1)C (5-(4,4,5,5-tetramethyl-1,3,2-dioxaborolan-2-yl)-1-benzofuran), C([O-])([O-])=O.[K+].[K+] (potassium carbonate). Reagents/catalysts: C1=CC=C(C=C1)P([C-]2C=CC=C2)C3=CC=CC=C3.C1=CC=C(C=C1)P([C-]2C=CC=C2)C3=CC=CC=C3.Cl[Pd]Cl.[Fe+2].ClCCl (dichloro[1,1′-bis(diphenylphosphino)ferrocene]palladium(II) dichloromethane). The solvent is O1CCOCC1 (dioxane). Conditions: temperature 100 celsius, time 8 hour. Yields the product O1C=CC2=C1C=CC(=C2)C2=CC(=C(C=C2)N2C(NN=C2C[C@H]2CN(CC2)C(=O)C2CC2)=O)F (4-[4-(1-benzofuran-5-yl)-2-fluorophenyl]-5-{[(3S)-1-(cyclopropylcarbonyl)-3-pyrrolidinyl]methyl}-2,4-dihydro-3H-1,2,4-triazol-3-one), solid. Yield: 50.0%. As a reaction SMILES: Br[C:2]1[CH:7]=[CH:6][C:5]([N:8]2[C:12]([CH2:13][C@@H:14]3[CH2:18][CH2:17][N:16]([C:19]([CH:21]4[CH2:23][CH2:22]4)=[O:20])[CH2:15]3)=[N:11][NH:10][C:9]2=[O:24])=[C:4]([F:25])[CH:3]=1.CC1(C)C(C)(C)OB([C:34]2[CH:35]=[CH:36][C:37]3[O:41][CH:40]=[CH:39][C:38]=3[CH:42]=2)O1.C(=O)([O-])[O-].[K+].[K+]>O1CCOCC1.C1C=CC(P(C2C=CC=CC=2)[C-]2C=CC=C2)=CC=1.C1C=CC(P(C2C=CC=CC=2)[C-]2C=CC=C2)=CC=1.Cl[Pd]Cl.[Fe+2].ClCCl>[O:41]1[C:37]2[CH:36]=[CH:35][C:34]([C:2]3[CH:7]=[CH:6][C:5]([N:8]4[C:12]([CH2:13][C@@H:14]5[CH2:18][CH2:17][N:16]([C:19]([CH:21]6[CH2:23][CH2:22]6)=[O:20])[CH2:15]5)=[N:11][NH:10][C:9]4=[O:24])=[C:4]([F:25])[CH:3]=3)=[CH:42][C:38]=2[CH:39]=[CH:40]1 |f:2.3.4,6.7.8.9.10|. Procedure details: A solution of 4-(4-bromo-2-fluorophenyl)-5-{[(3S)-1-(cyclopropylcarbonyl)-3-pyrrolidinyl]methyl}-2,4-dihydro-3H-1,2,4-triazol-3-one (0.244 mmol) in dioxane (1.5 mL) was treated with 5-(4,4,5,5-tetramethyl-1,3,2-dioxaborolan-2-yl)-1-benzofuran (0.269 mmol), dichloro[1,1′-bis(diphenylphosphino)ferrocene]palladium(II)-dichloromethane adduct (9.9 mg), and 2M aq potassium carbonate (0.733 mmol). The reaction mixture was purged with nitrogen, sealed, and stirred at 100° C. overnight. The reaction mixt... Reactants: ice, [N+](=O)(O)[O-] (HNO3), C(C)(=O)OC1=C(C=C2C3=C(C(OC2=C1)=O)CCCC3)OC(C)=O (acetic acid 3-acetoxy-6-oxo-7,8,9,10-tetrahydro-6H-benzo[c]chromen-2-yl ester). Run in OS(=O)(=O)O (H2SO4), S(O)(O)(=O)=O (sulfuric acid). The product is OC=1C(=C2C3=C(C(OC2=CC1O)=O)CCCC3)[N+](=O)[O-] (2,3-Dihydroxy- 1-nitro-7,8,9,10-tetrahydro-benzo[c]chromen-6-one). Reaction SMILES: [N+:1]([O-:4])(O)=[O:2].C([O:8][C:9]1[CH:18]=[C:17]2[C:12]([C:13]3[CH2:23][CH2:22][CH2:21][CH2:20][C:14]=3[C:15](=[O:19])[O:16]2)=[CH:11][C:10]=1[O:24]C(=O)C)(=O)C>OS(O)(=O)=O>[OH:24][C:10]1[C:11]([N+:1]([O-:4])=[O:2])=[C:12]2[C:17](=[CH:18][C:9]=1[OH:8])[O:16][C:15](=[O:19])[C:14]1[CH2:20][CH2:21][CH2:22][CH2:23][C:13]2=1. Procedure details: A solution of 5 M HNO3 in H2SO4 (1 ml) was added to solution of acetic acid 3-acetoxy-6-oxo-7,8,9,10-tetrahydro-6H-benzo[c]chromen-2-yl ester (1.6 g) in concentrated sulfuric acid (20 ml) and stirred at room temperature for an hour. The mixture was treated with ice (150 g) and filtered. The product was purified by column chromatography on silica (10% methanol in dichloromethane). Yield: 50 mg, melting point 238-255° C. Starting materials: COC=1C=C(C=CC1OC)CC(=O)O ((3,4-dimethoxyphenyl)acetic acid), C(C(=O)Cl)(=O)Cl (oxalyl chloride), CN(C)C=O (DMF). The solvent is C1(=CC=CC=C1)C (toluene). Conditions: temperature 0 celsius, time 35 minute. Product: COC=1C=C(C=CC1OC)CC(=O)N ((3,4-Dimethoxyphenyl)acetamide). Reaction SMILES: [CH3:1][O:2][C:3]1[CH:4]=[C:5]([CH2:11][C:12]([OH:14])=O)[CH:6]=[CH:7][C:8]=1[O:9][CH3:10].C(Cl)(=O)C(Cl)=O.C[N:22](C=O)C>C1(C)C=CC=CC=1>[CH3:1][O:2][C:3]1[CH:4]=[C:5]([CH2:11][C:12]([NH2:22])=[O:14])[CH:6]=[CH:7][C:8]=1[O:9][CH3:10]. Procedure: To a solution of 35.31 g (0.18 mole) of (3,4-dimethoxyphenyl)acetic acid in 345 ml of dry toluene and 34.5 ml of dry DMF at 0° C. under argon was added 16.8 ml (0.19 mole) of freshly distilled oxalyl chloride over 40 minutes. The reaction was stirred an additional 35 minutes at 0° C. and then at room temperature for 17 hours. The reaction mixture was again cooled to 0° C. and gaseous ammonia slowly bubbled through it for 1 hour. The reaction mixture was warmed to room temperature and stirred for... Starting materials: CCOC=C(C#N)C(=O)OCC, Cc1cc([N+](=O)[O-])ccc1N, Cc1ccccc1. Yields the product CCOC(=O)C(C#N)=Cc1ccc([N+](=O)[O-])cc1C. As a reaction SMILES: [CH2:12]([O:13][CH:15]=[C:16]([C:17](=[O:18])[O:19][CH2:20][CH3:21])[C:22]#[N:23])[CH3:14].[CH3:1][c:2]1[c:3]([NH2:4])[cH:5][cH:6][c:7]([N+:9](=[O:10])[O-:11])[cH:8]1.[CH3:24][c:25]1[cH:26][cH:27][cH:28][cH:29][cH:30]1>>[CH3:1][c:2]1[c:3]([CH:15]=[C:16]([C:17](=[O:18])[O:19][CH2:20][CH3:21])[C:22]#[N:23])[cH:5][cH:6][c:7]([N+:9](=[O:10])[O-:11])[cH:8]1. The reactants are Cl (hydrochloric acid), CC1=NN(C(=C1CCC(=O)OCC)C)CC1=CC=C(C=C1)OCC=1N=C(OC1C)C1=CC=CC=C1 (ethyl 3-[3,5-dimethyl-1-[4-(5-methyl-2-phenyl-4-oxazolylmethoxy)benzyl]-1H-pyrazol-4-yl]propionate), [OH-].[Na+] (sodium hydroxide), C(C)O (ethanol). Run in O1CCCC1 (tetrahydrofuran), O (water). Run at time 2 hour. Product: CC1=NN(C(=C1CCC(=O)O)C)CC1=CC=C(C=C1)OCC=1N=C(OC1C)C1=CC=CC=C1 (3-[3,5-dimethyl-1-[4-(5-methyl-2-phenyl-4-oxazolylmethoxy)benzyl]-1H-pyrazol-4-yl]propionic acid). Isolated yield 77.0%. Reaction SMILES: [CH3:1][C:2]1[C:6]([CH2:7][CH2:8][C:9]([O:11]CC)=[O:10])=[C:5]([CH3:14])[N:4]([CH2:15][C:16]2[CH:21]=[CH:20][C:19]([O:22][CH2:23][C:24]3[N:25]=[C:26]([C:30]4[CH:35]=[CH:34][CH:33]=[CH:32][CH:31]=4)[O:27][C:28]=3[CH3:29])=[CH:18][CH:17]=2)[N:3]=1.[OH-].[Na+].C(O)C.Cl>O.O1CCCC1>[CH3:1][C:2]1[C:6]([CH2:7][CH2:8][C:9]([OH:11])=[O:10])=[C:5]([CH3:14])[N:4]([CH2:15][C:16]2[CH:17]=[CH:18][C:19]([O:22][CH2:23][C:24]3[N:25]=[C:26]([C:30]4[CH:35]=[CH:34][CH:33]=[CH:32][CH:31]=4)[O:27][C:28]=3[CH3:29])=[CH:20][CH:21]=2)[N:3]=1 |f:1.2|. Procedure: A mixture of ethyl 3-[3,5-dimethyl-1-[4-(5-methyl-2-phenyl-4-oxazolylmethoxy)benzyl]-1H-pyrazol-4-yl]propionate (760 mg), 1 N aqueous sodium hydroxide solution (5 ml), ethanol (5 ml), and tetrahydrofuran (5 ml) was stirred at room temperature for two hours. The reaction mixture was poured into water, which was acidified with 1 N hydrochloric acid, and precipitated crystals were collected by filtration. This was recrystallized from methanol-ethyl acetate, and 3-[3,5-dimethyl-1-[4-(5-methyl-2-phen... Reactants: [Si](C)(C)(C(C)(C)C)O[C@H]1C[C@@H](C[C@H]1CO[Si](C)(C)C(C)(C)C)OC1=NC=NC(=C1)Cl (4-{[(1R,3S,4S)-3-{[tert-butyl(dimethyl)silyl]oxy}-4-({[tert-butyl(dimethyl)silyl]oxy}methyl)cyclopentyl]oxy}-6-chloropyrimidine), ferric acetylacetonate, solution, C(C1=CC=CC=C1)[Mg]Br (benzylmagnesium bromide). Run in C1CCOC1 (THF), C1CCOC1 (THF). Reaction conditions: time 8 hour. Product: C(C1=CC=CC=C1)C1=NC=NC(=C1)O[C@H]1C[C@@H]([C@@H](C1)CO[Si](C)(C)C(C)(C)C)O[Si](C)(C)C(C)(C)C (4-benzyl-6-{[(1R,3S,4S)-3-{[tert-butyl(dimethyl)silyl]oxy}-4-({[tert-butyl(dimethyl)-silyl]oxy}methyl)cyclopentyl]oxy}pyrimidine). As a reaction SMILES: [Si:1]([O:8][C@@H:9]1[C@H:13]([CH2:14][O:15][Si:16]([C:19]([CH3:22])([CH3:21])[CH3:20])([CH3:18])[CH3:17])[CH2:12][C@@H:11]([O:23][C:24]2[CH:29]=[C:28](Cl)[N:27]=[CH:26][N:25]=2)[CH2:10]1)([C:4]([CH3:7])([CH3:6])[CH3:5])([CH3:3])[CH3:2].[CH2:31]([Mg]Br)[C:32]1[CH:37]=[CH:36][CH:35]=[CH:34][CH:33]=1>C1COCC1>[CH2:31]([C:28]1[CH:29]=[C:24]([O:23][C@@H:11]2[CH2:12][C@@H:13]([CH2:9][O:8][Si:1]([C:4]([CH3:7])([CH3:5])[CH3:6])([CH3:2])[CH3:3])[C@@H:14]([O:15][Si:16]([C:19]([CH3:20])([CH3:21])[CH3:22])([CH3:18])[CH3:17])[CH2:10]2)[N:25]=[CH:26][N:27]=1)[C:32]1[CH:37]=[CH:36][CH:35]=[CH:34][CH:33]=1. Reported procedure: To a solution of 4-{[(1R,3S,4S)-3-{[tert-butyl(dimethyl)silyl]oxy}-4-({[tert-butyl(dimethyl)silyl]oxy}methyl)cyclopentyl]oxy}-6-chloropyrimidine (0.264 g, 0.559 mmol) and ferric acetylacetonate (0.0395 g, 0.112 mmol) in THF (9 mL) was added a 1.00 M solution of benzylmagnesium bromide in THF (2.52 mL) and the mixture was stirred overnight. The reaction was quenched using NH4Cl and extracted with EtOAc (3×). The combined organic layers were dried (Na2SO4), filtered and concentrated in vacuo. The ... The reactants are CI (methyl iodide), Cl (hydrochloric acid), C(C)(C)NC(C)C (diisopropylamine), C(CCC)[Li] (n- butyllithium), C1(CCCC1)C(=O)OC (methyl cyclopentanecarboxylate). Solvent: CCOCC (ether), O (water), C1CCOC1 (THF). Yields the product CC1(CCCC1)C(=O)OC (methyl 1-methylcyclopentanecarboxylate). RXN SMILES: [CH:1](NC(C)C)(C)C.C([Li])CCC.[CH:13]1([C:18]([O:20][CH3:21])=[O:19])[CH2:17][CH2:16][CH2:15][CH2:14]1.CI.Cl>C1COCC1.CCOCC.O>[CH3:1][C:13]1([C:18]([O:20][CH3:21])=[O:19])[CH2:17][CH2:16][CH2:15][CH2:14]1. Reported procedure: To a stirred solution of diisopropylamine (3.95 g, 39.0 mmol) in dry THF (50 ml) at -78° C. under an atmosphere of nitrogen was added n- butyllithium (2.5M, 11.7 ml, 29.3 mmol). The mixture was stirred for 10 minutes before methyl cyclopentanecarboxylate (Aldrich) (2.5 g, 19.5 mmol) was added dropwise. Stirring was continued for a further 10 minutes before methyl iodide (8.31 g, 58.5 mmol) was added dropwise. The reaction mixture was stirred at -78° C. for a further 1 hour before being allowed t... The reactants are O=C([O-])O, CCOC(C)=O, CC1COCCN1c1cc(CS(=O)(=O)c2ccc(Cl)cc2)nc(-c2ccc(N)cc2)n1, O=C(Cl)Oc1ccccc1, [Na+], C1COCCO1. Product: CC1COCCN1c1cc(CS(=O)(=O)c2ccc(Cl)cc2)nc(-c2ccc(NC(=O)Oc3ccccc3)cc2)n1. Reaction SMILES: [C:42](=[O:43])([O-:44])[OH:45].[CH3:53][CH2:54][O:55][C:56](=[O:57])[CH3:58].[Cl:11][c:12]1[cH:13][cH:14][c:15]([S:18](=[O:19])(=[O:20])[CH2:21][c:22]2[n:23][c:24](-[c:35]3[cH:36][cH:37][c:38]([NH2:39])[cH:40][cH:41]3)[n:25][c:26]([N:28]3[CH:29]([CH3:34])[CH2:30][O:31][CH2:32][CH2:33]3)[cH:27]2)[cH:16][cH:17]1.[Cl:1][C:2](=[O:3])[O:4][c:5]1[cH:6][cH:7][cH:8][cH:9][cH:10]1.[Na+:46].[O:47]1[CH2:48][CH2:49][O:50][CH2:51][CH2:52]1>>[C:2](=[O:3])([O:4][c:5]1[cH:6][cH:7][cH:8][cH:9][cH:10]1)[NH:39][c:38]1[cH:37][cH:36][c:35](-[c:24]2[n:23][c:22]([CH2:21][S:18]([c:15]3[cH:14][cH:13][c:12]([Cl:11])[cH:17][cH:16]3)(=[O:19])=[O:20])[cH:27][c:26]([N:28]3[CH:29]([CH3:34])[CH2:30][O:31][CH2:32][CH2:33]3)[n:25]2)[cH:41][cH:40]1.